From a dataset of the Open Reaction Database (ORD), a public repository of structured organic reaction records. describe an organic reaction: reactants, conditions, products, and yield Reactants: CSC1=Nc2ccc(Br)cc2C12CCCCC2, NOCc1ccccc1, CO, Cl. Yields the product Brc1ccc2c(c1)C1(CCCCC1)C(=NOCc1ccccc1)N2. As a reaction SMILES: [Br:1][c:2]1[cH:3][c:4]2[c:5]([cH:6][cH:7]1)[N:8]=[C:9]([S:16][CH3:17])[C:10]21[CH2:11][CH2:12][CH2:13][CH2:14][CH2:15]1.[CH2:19]([c:20]1[cH:21][cH:22][cH:23][cH:24][cH:25]1)[O:26][NH2:27].[CH3:28][OH:29].[ClH:18]>>[Br:1][c:2]1[cH:3][c:4]2[c:5]([cH:6][cH:7]1)[NH:8][C:9](=[N:27][O:26][CH2:19][c:20]1[cH:21][cH:22][cH:23][cH:24][cH:25]1)[C:10]21[CH2:11][CH2:12][CH2:13][CH2:14][CH2:15]1. The reactants are C(CCCCCCCCCCCCCCC)(=O)Cl (palmitoyl chloride), OC(C(=O)O)CCCCCCCCCCCCCC (α-Hydroxypalmitic acid), O (water). Run in N1=CC=CC=C1 (pyridine). Run at time 8 hour. Yields the product C(CCCCCCCCCCCCCCC)(=O)OC(C(=O)O)CCCCCCCCCCCCCC (2-hexadecanoyloxyhexadecanoic acid). Yield: 90.0%. Reaction SMILES: [OH:1][CH:2]([CH2:6][CH2:7][CH2:8][CH2:9][CH2:10][CH2:11][CH2:12][CH2:13][CH2:14][CH2:15][CH2:16][CH2:17][CH2:18][CH3:19])[C:3]([OH:5])=[O:4].[C:20](Cl)(=[O:36])[CH2:21][CH2:22][CH2:23][CH2:24][CH2:25][CH2:26][CH2:27][CH2:28][CH2:29][CH2:30][CH2:31][CH2:32][CH2:33][CH2:34][CH3:35].O>N1C=CC=CC=1>[C:20]([O:1][CH:2]([CH2:6][CH2:7][CH2:8][CH2:9][CH2:10][CH2:11][CH2:12][CH2:13][CH2:14][CH2:15][CH2:16][CH2:17][CH2:18][CH3:19])[C:3]([OH:5])=[O:4])(=[O:36])[CH2:21][CH2:22][CH2:23][CH2:24][CH2:25][CH2:26][CH2:27][CH2:28][CH2:29][CH2:30][CH2:31][CH2:32][CH2:33][CH2:34][CH3:35]. Procedure: α-Hydroxypalmitic acid (3.2 g) was dissolved in pyridine (15 ml), and palmitoyl chloride (3.3 g) was added thereto at 0° C. The resulting mixture was allowed to stand overnight at room temperature. The reaction mixture was poured into water and the aqueous solution was stirred at room temperature for 1 hour, followed by acidification with 1N hydrochloric acid, and extraction with ethyl acetate. The extract was washed with water, dried over magnesium sulfate and concentrated to give a residue whi... The reactants are [Cl-].[NH4+] (ammonium chloride), C1(CCCC1)O (cyclopentanol), [H-].[Na+] (sodium hydride), BrC1=NC=2N(C(N(C(C2N1CC1=CC=C(C=C1)Cl)=O)CCCOC1OCCCC1)=O)C (8-bromo-7-(4-chlorobenzyl)-3-methyl-1-(3-(tetrahydro-2H-pyran-2-yloxy)propyl)-1H-purine-2,6(3H,7H)-dione), BrC1=NC=2N(C(N(C(C2N1CC1=CC=C(C=C1)Cl)=O)CCCOC1OCCCC1)=O)C (8-bromo-7-(4-chlorobenzyl)-3-methyl-1-(3-(tetrahydro-2H-pyran-2-yloxy)propyl)-1H-purine-2,6(3H,7H)-dione). The solvent is C1CCOC1 (THF). Run at temperature 0 celsius, time 30 minute. Yields the product ClC1=CC=C(CN2C(=NC=3N(C(N(C(C23)=O)CCCOC2OCCCC2)=O)C)OC2CCCC2)C=C1 (7-(4-chlorobenzyl)-8-(cyclopentyloxy)-3-methyl-1-(3-(tetrahydro-2H-pyran-2-yloxy)propyl)-1H-purine-2,6(3H,7H)-dione). Yield: 89.3%. Reaction SMILES: [CH:1]1([OH:6])[CH2:5][CH2:4][CH2:3][CH2:2]1.[H-].[Na+].Br[C:10]1[N:18]([CH2:19][C:20]2[CH:25]=[CH:24][C:23]([Cl:26])=[CH:22][CH:21]=2)[C:17]2[C:16](=[O:27])[N:15]([CH2:28][CH2:29][CH2:30][O:31][CH:32]3[CH2:37][CH2:36][CH2:35][CH2:34][O:33]3)[C:14](=[O:38])[N:13]([CH3:39])[C:12]=2[N:11]=1.[Cl-].[NH4+]>C1COCC1>[Cl:26][C:23]1[CH:22]=[CH:21][C:20]([CH2:19][N:18]2[C:17]3[C:16](=[O:27])[N:15]([CH2:28][CH2:29][CH2:30][O:31][CH:32]4[CH2:37][CH2:36][CH2:35][CH2:34][O:33]4)[C:14](=[O:38])[N:13]([CH3:39])[C:12]=3[N:11]=[C:10]2[O:6][CH:1]2[CH2:5][CH2:4][CH2:3][CH2:2]2)=[CH:25][CH:24]=1 |f:1.2,4.5|. Procedure details: To a solution of cyclopentanol (67 mg, 0.78 mmol) in THF (5 mL) was added sodium hydride (39 mg, 0.98 mmol) at 0° C. After stirring at 0° C. for 30 min, 8-bromo-7-(4-chlorobenzyl)-3-methyl-1-(3-(tetrahydro-2H-pyran-2-yloxy)propyl)-1H-purine-2,6(3H,7H)-dione (0.2 g, 0.39 mmol, intermediate 14) was added. The mixture was stirred at room temperature for 16 h; then aqueous ammonium chloride solution (2 mL) was added at 0° C. The reaction mixture was partitioned between ethyl acetate and water. The c...